From a dataset of the Open Reaction Database (ORD), a public repository of structured organic reaction records. describe an organic reaction: reactants, conditions, products, and yield Reactants: N1[C@H](CC2=CNC3=CC=CC=C23)C(=O)N[C@H](CC(O)=O)C(=O)N[C@@H](CCCCN)C(=O)N[C@H](C(C)C)C(=O)N[C@@H](CC(C)C)C1=O (cyclo(-DTrp-DAsp-Lys-DVal-Leu-)), C(C(C)(C)C)(=O)OC=O (formic pivalic anhydride), TEA(10 μl). Run in CN(C)C=O (DMF). Reaction conditions: time 1 hour. The product is N1[C@H](CC2=CNC3=CC=CC=C23)C(=O)N[C@H](CC(O)=O)C(=O)N[C@@H](CCCCNC=O)C(=O)N[C@H](C(C)C)C(=O)N[C@@H](CC(C)C)C1=O (cyclo(-DTrp-DAsp-Lys(CHO)-DVal-Leu-)). As a reaction SMILES: [NH:1]1[C:45](=[O:46])[C@H:40]([CH2:41][CH:42]([CH3:44])[CH3:43])[NH:39][C:37](=[O:38])[C@@H:33]([CH:34]([CH3:36])[CH3:35])[NH:32][C:30](=[O:31])[C@H:24]([CH2:25][CH2:26][CH2:27][CH2:28][NH2:29])[NH:23][C:21](=[O:22])[C@@H:16]([CH2:17][C:18](=[O:20])[OH:19])[NH:15][C:13](=[O:14])[C@H:2]1[CH2:3][C:4]1[C:12]2[C:7](=[CH:8][CH:9]=[CH:10][CH:11]=2)[NH:6][CH:5]=1.[C:47](OC=O)(=[O:52])C(C)(C)C>CN(C=O)C>[NH:1]1[C:45](=[O:46])[C@H:40]([CH2:41][CH:42]([CH3:44])[CH3:43])[NH:39][C:37](=[O:38])[C@@H:33]([CH:34]([CH3:36])[CH3:35])[NH:32][C:30](=[O:31])[C@H:24]([CH2:25][CH2:26][CH2:27][CH2:28][NH:29][CH:47]=[O:52])[NH:23][C:21](=[O:22])[C@@H:16]([CH2:17][C:18](=[O:19])[OH:20])[NH:15][C:13](=[O:14])[C@H:2]1[CH2:3][C:4]1[C:12]2[C:7](=[CH:8][CH:9]=[CH:10][CH:11]=2)[NH:6][CH:5]=1. Reported procedure: To a solution of cyclo(-DTrp-DAsp-Lys-DVal-Leu-) (10.5 mg) which was prepared in Example 4, and formic pivalic anhydride(10 ml) in DMF(0. 5ml) was added TEA(10 μl). The reaction mixture was stirred at room temperature for 1 h and concentrated in vacuo. The residue was triturated with water (2 ml) to give the title compound(7.8 mg) as an off-white powder. Reactants: COc1ccc(CNc2cc(F)cc(CBr)c2)cc1, O=C([O-])[O-], Cc1cc(C#N)cc(C(=O)c2[nH]c(=O)[nH]c(=O)c2C(C)C)c1, [K+], [K+], CN(C)C=O. The product is COc1ccc(CNc2cc(F)cc(Cn3c(C(=O)c4cc(C)cc(C#N)c4)c(C(C)C)c(=O)[nH]c3=O)c2)cc1. Reaction SMILES: [Br:1][CH2:2][c:3]1[cH:4][c:5]([NH:10][CH2:11][c:12]2[cH:13][cH:14][c:15]([O:18][CH3:19])[cH:16][cH:17]2)[cH:6][c:7]([F:9])[cH:8]1.[C:42](=[O:43])([O-:44])[O-:45].[CH:20]([CH3:21])([CH3:22])[c:23]1[c:24](=[O:41])[nH:25][c:26](=[O:40])[nH:27][c:28]1[C:29]([c:30]1[cH:31][c:32]([C:37]#[N:38])[cH:33][c:34]([CH3:36])[cH:35]1)=[O:39].[K+:46].[K+:47].[O:48]=[CH:49][N:50]([CH3:51])[CH3:52]>>[CH2:2]([c:3]1[cH:4][c:5]([NH:10][CH2:11][c:12]2[cH:13][cH:14][c:15]([O:18][CH3:19])[cH:16][cH:17]2)[cH:6][c:7]([F:9])[cH:8]1)[n:27]1[c:26](=[O:40])[nH:25][c:24](=[O:41])[c:23]([CH:20]([CH3:21])[CH3:22])[c:28]1[C:29]([c:30]1[cH:31][c:32]([C:37]#[N:38])[cH:33][c:34]([CH3:36])[cH:35]1)=[O:39]. The reactants are C1(=CC=CC=C1)C(N1C(C(C2=C(C=C(C=C12)OC)OC)C1=CC2=C(OCCO2)C=C1O)=O)C1=CC=CC=C1 (1-(diphenylmethyl)-3-(7-hydroxy-2,3-dihydro-1,4-benzodioxin-6-yl)-4,6-dimethoxy-1,3-dihydro-2H-indol-2-one), C1(=CC=CC=C1)C(N1C(C(C2=CC=CC=C12)C1=C(C=C(C(=C1)C)OC)O)=O)C1=CC=CC=C1 (1-(diphenylmethyl)-3-(2-hydroxy-4-methoxy-5-methylphenyl)-1,3-dihydro-2H-indol-2-one). The product is C1(=CC=CC=C1)C(N1C(C2(C3=C(C=C(C=C13)OC)OC)COC1=CC3=C(OCCO3)C=C12)=O)C1=CC=CC=C1 (1′-(diphenylmethyl)-4′,6′-dimethoxy-2,3-dihydrospiro[furo[2,3-g][1,4]benzodioxine-8,3′-indol]-2′(1′H)-one). Reaction SMILES: [C:1]1([CH:7]([C:33]2[CH:38]=[CH:37][CH:36]=[CH:35][CH:34]=2)[N:8]2[C:16]3[C:11](=[C:12]([O:19][CH3:20])[CH:13]=[C:14]([O:17][CH3:18])[CH:15]=3)[CH:10]([C:21]3[C:30]([OH:31])=[CH:29][C:24]4[O:25][CH2:26][CH2:27][O:28][C:23]=4[CH:22]=3)[C:9]2=[O:32])[CH:6]=[CH:5][CH:4]=[CH:3][CH:2]=1.[C:39]1(C(C2C=CC=CC=2)N2C3C(=CC=CC=3)C(C3C=C(C)C(OC)=CC=3O)C2=O)C=CC=CC=1>>[C:33]1([CH:7]([C:1]2[CH:2]=[CH:3][CH:4]=[CH:5][CH:6]=2)[N:8]2[C:16]3[C:11](=[C:12]([O:19][CH3:20])[CH:13]=[C:14]([O:17][CH3:18])[CH:15]=3)[C:10]3([C:21]4[C:30](=[CH:29][C:24]5[O:25][CH2:26][CH2:27][O:28][C:23]=5[CH:22]=4)[O:31][CH2:39]3)[C:9]2=[O:32])[CH:38]=[CH:37][CH:36]=[CH:35][CH:34]=1. Procedure details: Following the procedure as described in EXAMPLE 2 and making non-critical variations using 1-(diphenylmethyl)-3-(7-hydroxy-2,3-dihydro-1,4-benzodioxin-6-yl)-4,6-dimethoxy-1,3-dihydro-2H-indol-2-one to replace 1-(diphenylmethyl)-3-(2-hydroxy-4-methoxy-5-methylphenyl)-1,3-dihydro-2H-indol-2-one, 1′-(diphenylmethyl)-4′,6′-dimethoxy-2,3-dihydrospiro[furo[2,3-g][1,4]benzodioxine-8,3′-indol]-2′(1′H)-one was obtained (96%) as a colorless solid: 1H NMR (300 MHz, CDCl3) δ7.41-7.24 (m, 10H), 6.97 (s, 1H),... Procedure: [8-(2-Methanesulfonyl-phenyl)-[1,2,4]triazolo[1,5-a]pyridin-2-yl]-[3-(4-methyl-piperazin-1-yl)-phenyl]-amine was prepared from 8-(2-methanesulfonyl-phenyl)-[1,2,4]triazolo[1,5-a]pyridin-2-ylamine (75.0 mg, 0.260 mmol) and 1-(3-bromo-phenyl)-4-methyl-piperazine (80.0 mg, 0.314 mmol) with 2,2′-bis-dicyclohexylphosphanyl-biphenyl (30.0 mg, 0.0549 mmol) as the ligand in a manner analogous to Step 2d and was isolated as a yellow foam (0.074 g, 62%). 1H NMR (400 MHz, CDCl3, δ, ppm): 8.49m (d, J=6.6 Hz... As a reaction SMILES: [CH3:1][S:2]([C:5]1[CH:10]=[CH:9][CH:8]=[CH:7][C:6]=1[C:11]1[C:12]2[N:13]([N:17]=[C:18]([NH2:20])[N:19]=2)[CH:14]=[CH:15][CH:16]=1)(=[O:4])=[O:3].Br[C:22]1[CH:23]=[C:24]([N:28]2[CH2:33][CH2:32][N:31]([CH3:34])[CH2:30][CH2:29]2)[CH:25]=[CH:26][CH:27]=1.C1(P(C2CCCCC2)C2C=CC=CC=2C2C=CC=CC=2P(C2CCCCC2)C2CCCCC2)CCCCC1>>[CH3:1][S:2]([C:5]1[CH:10]=[CH:9][CH:8]=[CH:7][C:6]=1[C:11]1[C:12]2[N:13]([N:17]=[C:18]([NH:20][C:22]3[CH:27]=[CH:26][CH:25]=[C:24]([N:28]4[CH2:33][CH2:32][N:31]([CH3:34])[CH2:30][CH2:29]4)[CH:23]=3)[N:19]=2)[CH:14]=[CH:15][CH:16]=1)(=[O:3])=[O:4]. Product: CS(=O)(=O)C1=C(C=CC=C1)C=1C=2N(C=CC1)N=C(N2)NC2=CC(=CC=C2)N2CCN(CC2)C ([8-(2-Methanesulfonyl-phenyl)-[1,2,4]triazolo[1,5-a]pyridin-2-yl]-[3-(4-methyl-piperazin-1-yl)-phenyl]-amine), foam. The yield is 62.0%. The reactants are CS(=O)(=O)C1=C(C=CC=C1)C=1C=2N(C=CC1)N=C(N2)N (8-(2-methanesulfonyl-phenyl)-[1,2,4]triazolo[1,5-a]pyridin-2-ylamine), BrC=1C=C(C=CC1)N1CCN(CC1)C (1-(3-bromo-phenyl)-4-methyl-piperazine), C1(CCCCC1)P(C1=C(C=CC=C1)C1=C(C=CC=C1)P(C1CCCCC1)C1CCCCC1)C1CCCCC1 (2,2′-bis-dicyclohexylphosphanyl-biphenyl). Reactants: Cc1cc(Br)cc(CC#N)c1, [Cl-], COc1nc(Cl)c(C(C)C)c(OC)n1, [H-], [NH4+], [Na+], CN(C)C=O. The product is COc1nc(OC)c(C(C)C)c(C(C#N)c2cc(C)cc(Br)c2)n1. As a reaction SMILES: [Br:15][c:16]1[cH:17][c:18]([CH2:23][C:24]#[N:25])[cH:19][c:20]([CH3:22])[cH:21]1.[Cl-:28].[Cl:1][c:2]1[n:3][c:4]([O:13][CH3:14])[n:5][c:6]([O:11][CH3:12])[c:7]1[CH:8]([CH3:9])[CH3:10].[H-:26].[NH4+:29].[Na+:27].[O:30]=[CH:31][N:32]([CH3:33])[CH3:34]>>[c:2]1([CH:23]([c:18]2[cH:17][c:16]([Br:15])[cH:21][c:20]([CH3:22])[cH:19]2)[C:24]#[N:25])[n:3][c:4]([O:13][CH3:14])[n:5][c:6]([O:11][CH3:12])[c:7]1[CH:8]([CH3:9])[CH3:10]. Starting materials: 5R, FC=1C=C(C=CC1)N1C(O[C@H](C1)CO)=O ((5R)-3-(3-Fluoro-phenyl)-5-hydroxymethyl-oxazolidin-2-one), IN1C(CCC1=O)=O (N-iodosuccinimide). Solvent: FC(C(=O)O)(F)F (trifluoroacetic acid). Reaction conditions: temperature 25 celsius, time 2 hour. The product is FC=1C=C(C=CC1I)N1C(O[C@H](C1)CO)=O ((5R)-3-(3-Fluoro-4-iodo-phenyl)-5-hydroxymethyl-oxazolidin-2-one). The yield is 88.0%. As a reaction SMILES: [F:1][C:2]1[CH:3]=[C:4]([N:8]2[CH2:12][C@H:11]([CH2:13][OH:14])[O:10][C:9]2=[O:15])[CH:5]=[CH:6][CH:7]=1.[I:16]N1C(=O)CCC1=O>FC(F)(F)C(O)=O>[F:1][C:2]1[CH:3]=[C:4]([N:8]2[CH2:12][C@H:11]([CH2:13][OH:14])[O:10][C:9]2=[O:15])[CH:5]=[CH:6][C:7]=1[I:16]. Procedure details: A solution of (5R)-(3-(3-fluoro-phenyl)-5-hydroxymethyl-oxazolidin-2-one (1018, 10.74 g, 50.9 mmol) in trifluoroacetic acid (TFA, 50 mL) was treated with N-iodosuccinimide (NIS, 12.03 g, 53.45 mmol, 1.05 equiv) at 25° C., and the resulting reaction mixture was stirred at 25° C. for 2 h. When TLC and HPLC/MS showed that the reaction was complete, the reaction mixture was concentrated in vacuo. The residue was then treated with H2O (100 mL) and 20% EtOAc-hexane (100 mL) at 25° C., and the resultin... The reactants are FC(F)(F)c1cnc(-c2ccc(Cl)c(CBr)c2)c(Cl)c1, C[O-], CO, [Na+]. Product: COCc1cc(-c2ncc(C(F)(F)F)cc2Cl)ccc1Cl. RXN SMILES: [Br:4][CH2:5][c:6]1[cH:7][c:8](-[c:13]2[n:14][cH:15][c:16]([C:20]([F:21])([F:22])[F:23])[cH:17][c:18]2[Cl:19])[cH:9][cH:10][c:11]1[Cl:12].[CH3:1][O-:2].[CH3:24][OH:25].[Na+:3]>>[CH3:1][O:2][CH2:5][c:6]1[cH:7][c:8](-[c:13]2[n:14][cH:15][c:16]([C:20]([F:21])([F:22])[F:23])[cH:17][c:18]2[Cl:19])[cH:9][cH:10][c:11]1[Cl:12]. Starting materials: Cl (hydrochloric acid), [OH-].[K+] (Potassium hydroxide), C(=C)C(=O)CC (ethyl vinyl ketone), CC1C(CCC2=CC=CC=C12)=O (1-methyl-2-tetralone). Solvent: CO (methanol), CO (methanol). Run at temperature -15 celsius, time 4 hour. Yields the product CC=1C(CCC2(C3=CC=CC=C3CCC12)C)=O ((±)-1,4a-dimethyl-4,4a,9,10-tetrahydro-2(3H)-phenanthrenone). The yield is 103.6%. As a reaction SMILES: [OH-].[K+].[CH3:3][CH:4]1[C:13]2[C:8](=[CH:9][CH:10]=[CH:11][CH:12]=2)[CH2:7][CH2:6][C:5]1=O.[CH:15]([C:17]([CH2:19][CH3:20])=[O:18])=[CH2:16].Cl>CO>[CH3:16][C:15]1[C:17](=[O:18])[CH2:19][CH2:20][C:4]2([CH3:3])[C:5]=1[CH2:6][CH2:7][C:8]1[C:13]2=[CH:12][CH:11]=[CH:10][CH:9]=1 |f:0.1|. Reported procedure: Potassium hydroxide in the amount of 2.24 g (40 mmol) was dissolved in 50 ml of 90 % methanol in 100-ml three-necked flask, and the obtained solution was then cooled with ice under agitation in a stream of nitrogen gas. A methanol solution (8 ml) containing 5.17 g (32 mmol) of 1-methyl-2-tetralone was added dropwisely to the above obtained solution over a period of 10 minutes. The reaction vessel was then cooled to -15° C., and 2.67 g (31 mmol) of ethyl vinyl ketone was added dropwisely to the r... The product is O1COC2=C1C=CC(=C2)C(CC2=NC(=CC=C2)C)=O (1-Benzo[1,3]dioxol-5-yl-2-(6-methyl-pyridin-2-yl)-ethanone). Conditions: temperature 0 celsius, time 0.1 hour. Reactants: CON(C(=O)C1=CC2=C(OCO2)C=C1)C (benzo[1,3]dioxole-5-carboxylic acid methoxy-methyl-amide), C(CCC)[Li] (n-Butyllithium), C(C)(C)NC(C)C (diisopropylamine), N1=C(C=CC=C1C)C (2,6-lutidine). RXN SMILES: C([Li])CCC.C(NC(C)C)(C)C.[N:13]1[C:18]([CH3:19])=[CH:17][CH:16]=[CH:15][C:14]=1[CH3:20].CON(C)[C:24]([C:26]1[CH:34]=[CH:33][C:29]2[O:30][CH2:31][O:32][C:28]=2[CH:27]=1)=[O:25]>C1COCC1>[O:30]1[C:29]2[CH:33]=[CH:34][C:26]([C:24](=[O:25])[CH2:20][C:14]3[CH:15]=[CH:16][CH:17]=[C:18]([CH3:19])[N:13]=3)=[CH:27][C:28]=2[O:32][CH2:31]1. Procedure: n-Butyllithium (2.5 M in hexanes, 13.8 mL, 34.4 mmol) was added slowly to a solution of diisopropylamine (4.53 mL, 32.3 mmol) in anhydrous THF (50 mL) at −78° C. After being stirred for 0.1 hour, the mixture was allowed to warm up to 0° C. Stirring continued for 0.5 hour. The mixture was then cooled to −78° C. and 2,6-lutidine (3.76 mL, 32.3 mmol) was added slowly. The mixture was allowed to warm up to 0° C. and stirred for 0.5 hour. The mixture was then cooled to −78° C. before the slow additio... The solvent is C1CCOC1 (THF), C1CCOC1 (THF). The yield is 87.5%. Starting materials: C1CCOC1, OC1CCC2(CC1)OCCO2, CC(C)OC(=O)N=NC(=O)OC(C)C, Oc1ccccc1, c1ccc(P(c2ccccc2)c2ccccc2)cc1. Yields the product c1ccc(OC2CCC3(CC2)OCCO3)cc1. RXN SMILES: [CH2:52]1[O:53][CH2:54][CH2:55][CH2:56]1.[O:1]1[CH2:2][CH2:3][O:4][C:5]12[CH2:6][CH2:7][CH:8]([OH:11])[CH2:9][CH2:10]2.[O:38]=[C:39]([O:40][CH:41]([CH3:42])[CH3:43])[N:44]=[N:45][C:46]([O:47][CH:48]([CH3:49])[CH3:50])=[O:51].[OH:12][c:13]1[cH:14][cH:15][cH:16][cH:17][cH:18]1.[c:19]1([P:20]([c:21]2[cH:22][cH:23][cH:24][cH:25][cH:26]2)[c:27]2[cH:28][cH:29][cH:30][cH:31][cH:32]2)[cH:33][cH:34][cH:35][cH:36][cH:37]1>>[O:1]1[CH2:2][CH2:3][O:4][C:5]12[CH2:6][CH2:7][CH:8]([O:11][c:13]1[cH:14][cH:15][cH:16][cH:17][cH:18]1)[CH2:9][CH2:10]2.